Dataset: the Open Reaction Database (ORD), a public repository of structured organic reaction records. Task: describe an organic reaction: reactants, conditions, products, and yield The reactants are C(C)(C)N(CC)C(C)C (diisopropylethyl amine), C(CCC)[Li] (butyllithium), O1CCOC12CCC(CC2)C(=O)OCC (ethyl 1,4-dioxaspiro[4.5]decane-8-carboxylate), C1(=CC=CC=C1)[Se]Br (phenylselenium bromide). Solvent: O1CCCC1 (tetrahydrofuran), O1CCCC1 (tetrahydrofuran). Reaction conditions: time 1 hour. The product is C1(=CC=CC=C1)[Se]C1(CCC2(OCCO2)CC1)C(=O)OCC (ethyl 8-(phenylselanyl)-1,4- dioxaspiro[4.5]decane-8-carboxylate). Isolated yield 76.4%. RXN SMILES: C(N(C(C)C)CC)(C)C.C([Li])CCC.[O:15]1[C:19]2([CH2:24][CH2:23][CH:22]([C:25]([O:27][CH2:28][CH3:29])=[O:26])[CH2:21][CH2:20]2)[O:18][CH2:17][CH2:16]1.[C:30]1([Se:36]Br)[CH:35]=[CH:34][CH:33]=[CH:32][CH:31]=1>O1CCCC1>[C:30]1([Se:36][C:22]2([C:25]([O:27][CH2:28][CH3:29])=[O:26])[CH2:23][CH2:24][C:19]3([O:18][CH2:17][CH2:16][O:15]3)[CH2:20][CH2:21]2)[CH:35]=[CH:34][CH:33]=[CH:32][CH:31]=1. Procedure details: To a solution of diisopropylethyl amine (5.59 g, 55.30 mmol) in anhydrous tetrahydrofuran (150 mL) was added a solution of butyllithium (1.6 M in hexanes, 34.5 mL, 55.30 mmol) at 0° C. The reaction solution was stirred at the same temperature for 1 hour, then added a solution of ethyl 1,4-dioxaspiro[4.5]decane-8-carboxylate (10.80 g, 50.00 mmol) in anhydrous tetrahydrofuran (20 mL) at −78° C. The reaction mixture was stirred at the same temperature for 1 h then added phenylselenium bromide (11.9... Reactants: [Br-], BrCCBr, CCCC[N+](CCCC)(CCCC)CCCC, Cc1ccccc1, [K+], [OH-], O, N#CCc1ccc(-c2ccccc2)cc1. Yields the product N#CC1(c2ccc(-c3ccccc3)cc2)CC1. Reaction SMILES: [Br-:30].[Br:18][CH2:19][CH2:20][Br:21].[CH2:31]([N+:32]([CH2:33][CH2:34][CH2:35][CH3:36])([CH2:37][CH2:38][CH2:39][CH3:40])[CH2:41][CH2:42][CH2:43][CH3:44])[CH2:45][CH2:46][CH3:47].[CH3:23][c:24]1[cH:25][cH:26][cH:27][cH:28][cH:29]1.[K+:17].[OH-:16].[OH2:22].[c:1]1(-[c:7]2[cH:8][cH:9][c:10]([CH2:13][C:14]#[N:15])[cH:11][cH:12]2)[cH:2][cH:3][cH:4][cH:5][cH:6]1>>[c:1]1(-[c:7]2[cH:8][cH:9][c:10]([C:13]3([C:14]#[N:15])[CH2:19][CH2:20]3)[cH:11][cH:12]2)[cH:2][cH:3][cH:4][cH:5][cH:6]1.